This data is from the Open Reaction Database (ORD), a public repository of structured organic reaction records. The task is: describe an organic reaction: reactants, conditions, products, and yield Reactants: CC[SiH](CC)CC, COC(=O)C(=O)c1c(C)[nH]c2nc(Cl)ccc12, O=C(O)C(F)(F)F. Product: COC(=O)Cc1c(C)[nH]c2nc(Cl)ccc12. Reaction SMILES: [CH2:1]([SiH:2]([CH2:3][CH3:4])[CH2:5][CH3:6])[CH3:7].[CH3:8][O:9][C:10]([C:11](=[O:12])[c:13]1[c:14]([CH3:23])[nH:15][c:16]2[n:17][c:18]([Cl:22])[cH:19][cH:20][c:21]12)=[O:24].[F:25][C:26]([F:27])([F:28])[C:29]([OH:30])=[O:31]>>[CH3:8][O:9][C:10]([CH2:11][c:13]1[c:14]([CH3:23])[nH:15][c:16]2[n:17][c:18]([Cl:22])[cH:19][cH:20][c:21]12)=[O:24]. Reaction SMILES: [C:1]([CH3:2])([CH3:3])([CH3:4])[n:5]1[n:6][c:7]([CH2:14][CH2:15][CH3:16])[cH:8][c:9]1[CH2:10][CH2:11][CH:12]=[O:13].[CH3:17][CH:18]1[N:19]([c:24]2[cH:25][c:26]([CH3:30])[cH:27][cH:28][cH:29]2)[CH2:20][CH2:21][NH:22][CH2:23]1.[CH:31]([N:32]([CH2:33][CH3:34])[CH:35]([CH3:36])[CH3:37])([CH3:38])[CH3:39]>>[C:1]([CH3:2])([CH3:3])([CH3:4])[n:5]1[n:6][c:7]([CH2:14][CH2:15][CH3:16])[cH:8][c:9]1[CH2:10][CH2:11][CH2:12][N:22]1[CH2:21][CH2:20][N:19]([c:24]2[cH:25][c:26]([CH3:30])[cH:27][cH:28][cH:29]2)[CH:18]([CH3:17])[CH2:23]1. Starting materials: CCCc1cc(CCC=O)n(C(C)(C)C)n1, Cc1cccc(N2CCNCC2C)c1, CCN(C(C)C)C(C)C. Product: CCCc1cc(CCCN2CCN(c3cccc(C)c3)C(C)C2)n(C(C)(C)C)n1. The reactants are C1=CC=CC=C1 (benzene), ( a ), C#N (hydrocyanic acid), C(=O)(OCC)CCCCCCC=1C(CC(C1OC)O)=O (2-(6'-carbethoxyhexyl)-3-methoxy-4-hydroxy- 2-cyclopenten-1-one), C(C)[Al](CC)CC (triethyl aluminum). Run in C1(=CC=CC=C1)C (toluene). Product: C(=O)(OCC)CCCCCCC=1C(CC(C1C#N)O)=O (2-(6'-carbethoxyhexyl)-3-cyano-4-hydroxy-2-cyclopenten-1-one). The yield is 44.4%. RXN SMILES: [C:1]([CH2:6][CH2:7][CH2:8][CH2:9][CH2:10][CH2:11][C:12]1[C:13](=[O:20])[CH2:14][CH:15]([OH:19])[C:16]=1OC)([O:3][CH2:4][CH3:5])=[O:2].C([Al](CC)CC)C.[CH:28]#[N:29].C1C=CC=CC=1>C1(C)C=CC=CC=1>[C:1]([CH2:6][CH2:7][CH2:8][CH2:9][CH2:10][CH2:11][C:12]1[C:13](=[O:20])[CH2:14][CH:15]([OH:19])[C:16]=1[C:28]#[N:29])([O:3][CH2:4][CH3:5])=[O:2]. Procedure details: The procedure similar to that of Step 3 (a) of Example 1 was repeated using 9.4 g of 2-(6'-carbethoxyhexyl)-3-methoxy-4-hydroxy- 2-cyclopenten-1-one, 8.2 g of triethyl aluminum, 2.0 g of hydrocyanic acid, and a mixed solvent of benzene and toluene to provide 4.1 g of oily 2-(6'-carbethoxyhexyl)-3-cyano-4-hydroxy-2-cyclopenten-1-one. Yield: 84.7%. Reactants: N([C@@H](CC=1C(=CC=CC1)F)C(=O)N([C@@H](C(C)C)C(=O)N([C@@H](CC1=CC(=C(C=C1)O)C(C)(C)C)C(=O)N)C)C)C(=O)OC(C)(C)C (Boc-Phe(2-F)-N-Me-Val-N-Me-Tyr(3-tBu)-NH2). Solvent: C(Cl)Cl (methylene chloride), C(=O)(C(F)(F)F)O (TFA). RXN SMILES: [NH:1](C(OC(C)(C)C)=O)[C@H:2]([C:11]([N:13]([CH3:38])[C@H:14]([C:18]([N:20]([CH3:37])[C@H:21]([C:34]([NH2:36])=[O:35])[CH2:22][C:23]1[CH:28]=[CH:27][C:26]([OH:29])=[C:25]([C:30]([CH3:33])([CH3:32])[CH3:31])[CH:24]=1)=[O:19])[CH:15]([CH3:17])[CH3:16])=[O:12])[CH2:3][C:4]1[C:5]([F:10])=[CH:6][CH:7]=[CH:8][CH:9]=1>C(Cl)Cl.C(O)(C(F)(F)F)=O>[NH2:1][C@H:2]([C:11]([N:13]([CH3:38])[C@H:14]([C:18]([N:20]([CH3:37])[C@H:21]([C:34]([NH2:36])=[O:35])[CH2:22][C:23]1[CH:28]=[CH:27][C:26]([OH:29])=[C:25]([C:30]([CH3:31])([CH3:32])[CH3:33])[CH:24]=1)=[O:19])[CH:15]([CH3:16])[CH3:17])=[O:12])[CH2:3][C:4]1[C:5]([F:10])=[CH:6][CH:7]=[CH:8][CH:9]=1. Procedure details: To a solution of Boc-Phe(2-F)-N-Me-Val-N-Me-Tyr(3-tBu)-NH2 (0.33 g, 0.525 mmol) in methylene chloride (3 ml), TFA (1.5 ml) was added, stirred for 15 min. and then evaporated to remove the solvent under reduced pressure. The residue was mixed with methylene chloride, washed with a saturated aqueous NaHCO3 solution, dried over anhydrous magnesium sulfate and evaporated to remove the solvent under reduced pressure. The thus obtained residue was subjected to silica gel column chromatography (develop... Yields the product N[C@@H](CC=1C(=CC=CC1)F)C(=O)N([C@@H](C(C)C)C(=O)N([C@@H](CC1=CC(=C(C=C1)O)C(C)(C)C)C(=O)N)C)C (Phe(2-F)-N-Me-Val-N-Me-Tyr(3-tBu)-NH2). Reaction conditions: time 15 minute. The reactants are [ 4.4.12,8,17,10,0 ], CCC=CCCCCCCCC (dodeca-3-ene), CCC=CCCC=CCC (deca-3,7-diene). Yields the product C1C=CC2C1C3CC2C=C3 (DCPD). RXN SMILES: CC[CH:3]=[CH:4][CH2:5][CH2:6][CH2:7][CH2:8][CH2:9][CH2:10][CH2:11][CH3:12].CCC=CCCC=CCC>>[CH2:10]1[CH:9]2[CH:5]3[CH:4]=[CH:3][CH:7]([CH:8]2[CH:12]=[CH:11]1)[CH2:6]3. Reported procedure: In a nitrogen atmosphere, 50 parts of tetracyclo [4.4.12,8,17,10,0]-dodeca-3-ene (hereinafter abbreviated to “TCD”) and 50 parts of tricyclo[4.3.12,5,01,6]-deca-3,7-diene (trivial name: dicyclopentadiene; hereinafter abbreviated to “DCPD”) were copolymerized by using a knows metathesis ring-opening polymerization catalyst, and the copolymer was hydrogenated by a known procedure to give a hydrogenated TCD/DCPD ring-opened copolymer. The hydrogenated ring-opened copolymer had a number average mole... The reactants are BrC1=CC=CC(=N1)C1=CN=C(S1)[C@H]1NC(OC1)=O ((S)-4-[5-(6-bromopyridin-2-yl)thiazol-2-yl]oxazolidin-2-one), [H-].[Na+] (sodium hydride), CN(C=O)C (dimethylformamide), CI (methyl iodide). Run in O1CCCC1 (tetrahydrofuran). Reaction conditions: time 12 hour. The product is BrC1=CC=CC(=N1)C1=CN=C(S1)[C@H]1N(C(OC1)=O)C ((S)-4-[5-(6-bromopyridin-2-yl)thiazol-2-yl]-3-methyloxazolidin-2-one). Yield: 40.0%. Reaction SMILES: [Br:1][C:2]1[N:7]=[C:6]([C:8]2[S:12][C:11]([C@@H:13]3[CH2:17][O:16][C:15](=[O:18])[NH:14]3)=[N:10][CH:9]=2)[CH:5]=[CH:4][CH:3]=1.[H-].[Na+].[CH3:21]N(C)C=O.CI>O1CCCC1>[Br:1][C:2]1[N:7]=[C:6]([C:8]2[S:12][C:11]([C@@H:13]3[CH2:17][O:16][C:15](=[O:18])[N:14]3[CH3:21])=[N:10][CH:9]=2)[CH:5]=[CH:4][CH:3]=1 |f:1.2|. Procedure: (S)-4-[5-(6-bromopyridin-2-yl)thiazol-2-yl]oxazolidin-2-one (488 mg, 1.50 mmol) obtained in Step 4 and sodium hydride (60% oily, 72 mg, 1.80 mmol) were suspended in tetrahydrofuran (5 ml) and dimethylformamide (5 ml) in an Ar stream and methyl iodide (0.1 ml, 1.65 mmol) was added while ice-cooled and stirred at room temperature for 12 hours. After the reaction solution was concentrated, water was added and it was extracted with ethyl acetate. After the organic layer was washed with a saturated b... The reactants are BrC1=CC=2C(C(C3=CC(=CC=C3C2C=C1)Br)=O)=O (2,7-dibromophenanthrene-9,10-dione), C(CN)N (ethylenediamine). The solvent is C(C)O (ethanol). Conditions: temperature 85 celsius, time 3 hour. Yields the product BrC=1C=CC=2C(=C3N=CC=NC3=C3C2C=CC(=C3)Br)C1 (6,11-dibromodibenzo[f,h]quinoxaline). Isolated yield 34.4%. RXN SMILES: [Br:1][C:2]1[CH:15]=[CH:14][C:13]2[C:12]3[C:7](=[CH:8][C:9]([Br:16])=[CH:10][CH:11]=3)[C:6](=O)[C:5](=O)[C:4]=2[CH:3]=1.[CH2:19]([NH2:22])[CH2:20][NH2:21]>C(O)C>[Br:1][C:2]1[CH:15]=[CH:14][C:13]2[C:4]([CH:3]=1)=[C:5]1[C:6](=[C:7]3[CH:8]=[C:9]([Br:16])[CH:10]=[CH:11][C:12]=23)[N:22]=[CH:19][CH:20]=[N:21]1. Procedure details: A mixture of 2,7-dibromophenanthrene-9,10-dione (1.0 g, 2.7 mmol), ethylenediamine (1.8 mL, 26.9 mmol) and ethanol (20 mL) was heated to 85° C. After 3 hours, the reaction was cooled to room temperature and the solids were filtered and thoroughly washed methanol to yield 6,11-dibromodibenzo[f,h]quinoxaline (360 mg, 34%). The reactants are [N+](=O)([O-])C1=CC=CC=2NC=NC21 (4-Nitro-1H-benzimidazole), C([O-])([O-])=O.[K+].[K+] (potassium carbonate), Cl.ClCC1=CC=NC=C1 (4-chloromethylpyridine hydrochloride). The solvent is CN(C)C=O (DMF). Conditions: time 24 hour. The product is [N+](=O)([O-])C1=CC=CC=2N(C=NC21)CC2=CC=NC=C2 (4-Nitro-1-(pyridin-4-yl)methyl-1H-benzimidazole). As a reaction SMILES: [N+:1]([C:4]1[C:12]2[N:11]=[CH:10][NH:9][C:8]=2[CH:7]=[CH:6][CH:5]=1)([O-:3])=[O:2].C(=O)([O-])[O-].[K+].[K+].Cl.Cl[CH2:21][C:22]1[CH:27]=[CH:26][N:25]=[CH:24][CH:23]=1>CN(C=O)C>[N+:1]([C:4]1[C:12]2[N:11]=[CH:10][N:9]([CH2:21][C:22]3[CH:27]=[CH:26][N:25]=[CH:24][CH:23]=3)[C:8]=2[CH:7]=[CH:6][CH:5]=1)([O-:3])=[O:2] |f:1.2.3,4.5|. Procedure: A 500-mL round-bottomed flask equipped with a magnetic stirrer and nitrogen inlet is charged with compound 3b (3.30 g, 30.6 mmol), potassium carbonate (8.95 g, 64.8 mmol), anhydrous DMF (200 mL) and 4-chloromethylpyridine hydrochloride (3.98 g, 24.3 mmol) and the mixture is then stirred under nitrogen for 24 h at ambient temperature. After such time the reaction is partitioned between water (200 mL) and ethyl acetate (200 mL). The aqueous layer is separated and extracted with ethyl acetate (6×25...